This data is from the Open Reaction Database (ORD), a public repository of structured organic reaction records. The task is: describe an organic reaction: reactants, conditions, products, and yield Starting materials: OCc1cc(C(F)(F)F)ccc1Br, C[N+]1([O-])CCOCC1, CC#N, CCC[N+](CCC)(CCC)CCC, ClCCl, O=[Ru](=O)(=O)[O-]. Product: O=Cc1cc(C(F)(F)F)ccc1Br. As a reaction SMILES: [Br:1][c:2]1[c:3]([CH2:12][OH:13])[cH:4][c:5]([C:8]([F:9])([F:10])[F:11])[cH:6][cH:7]1.[CH3:14][N+:15]1([O-:21])[CH2:16][CH2:17][O:18][CH2:19][CH2:20]1.[CH3:25][C:26]#[N:27].[CH3:33][CH2:34][CH2:35][N+:36]([CH2:37][CH2:38][CH3:39])([CH2:40][CH2:41][CH3:42])[CH2:43][CH2:44][CH3:45].[Cl:22][CH2:23][Cl:24].[O-:28][Ru:29](=[O:30])(=[O:31])=[O:32]>>[Br:1][c:2]1[c:3]([CH:12]=[O:13])[cH:4][c:5]([C:8]([F:9])([F:10])[F:11])[cH:6][cH:7]1. Starting materials: CC(=O)CC(C)C, Cc1nc2sccn2c(=O)c1CCCl, [I-], [K+], c1ccc2c(c1)ccn2C1CCNCC1, [Na+], [Na+], O=C([O-])[O-]. The product is Cc1nc2sccn2c(=O)c1CCN1CCC(n2ccc3ccccc32)CC1. RXN SMILES: [CH3:38][CH:39]([CH3:40])[CH2:41][C:42](=[O:43])[CH3:44].[Cl:16][CH2:17][CH2:18][c:19]1[c:20]([CH3:29])[n:21][c:22]2[n:23]([c:24]1=[O:25])[cH:26][cH:27][s:28]2.[I-:37].[K+:36].[NH:1]1[CH2:2][CH2:3][CH:4]([n:7]2[cH:8][cH:9][c:10]3[cH:11][cH:12][cH:13][cH:14][c:15]23)[CH2:5][CH2:6]1.[Na+:30].[Na+:31].[O-:32][C:33](=[O:34])[O-:35]>>[N:1]1([CH2:17][CH2:18][c:19]2[c:20]([CH3:29])[n:21][c:22]3[n:23]([c:24]2=[O:25])[cH:26][cH:27][s:28]3)[CH2:2][CH2:3][CH:4]([n:7]2[cH:8][cH:9][c:10]3[cH:11][cH:12][cH:13][cH:14][c:15]23)[CH2:5][CH2:6]1.